This data is from the Open Reaction Database (ORD), a public repository of structured organic reaction records. The task is: describe an organic reaction: reactants, conditions, products, and yield Starting materials: CC([C@H](C(=O)N1[C@H](C(=O)NCC2=C(C=CC(=C2)Cl)CNC(=O)OC(C)(C)C)CCC1)O)(C)C (1-((2R)-3,3-Dimethyl-2-hydroxybutanoyl)-N-(2-(tert-butyloxycarbonylaminomethyl)-5-chlorobenzyl)-L-prolinamide), Cl (HCl), solution. Run in C(Cl)Cl (CH2Cl2), CCOCC (ether). Run at temperature 0 celsius, time 20 hour. Yields the product hydrochloride salt, CC([C@H](C(=O)N1[C@H](C(=O)NCC2=C(C=CC(=C2)Cl)CN)CCC1)O)(C)C (1-((2R)-3,3-Dimethyl-2-hydroxybutanoyl)-N-(2-aminomethyl-5-chlorobenzyl)-L-prolinamide). Reaction SMILES: [CH3:1][C:2]([CH3:33])([CH3:32])[C@@H:3]([OH:31])[C:4]([N:6]1[CH2:30][CH2:29][CH2:28][C@H:7]1[C:8]([NH:10][CH2:11][C:12]1[CH:17]=[C:16]([Cl:18])[CH:15]=[CH:14][C:13]=1[CH2:19][NH:20]C(OC(C)(C)C)=O)=[O:9])=[O:5].Cl>C(Cl)Cl.CCOCC>[CH3:1][C:2]([CH3:33])([CH3:32])[C@@H:3]([OH:31])[C:4]([N:6]1[CH2:30][CH2:29][CH2:28][C@H:7]1[C:8]([NH:10][CH2:11][C:12]1[CH:17]=[C:16]([Cl:18])[CH:15]=[CH:14][C:13]=1[CH2:19][NH2:20])=[O:9])=[O:5]. Procedure: 1-((2R)-3,3-Dimethyl-2-hydroxybutanoyl)-N-(2-(tert-butyloxycarbonylaminomethyl)-5-chlorobenzyl)-L-prolinamide from the previous step (4.65 g, 9.65 mmol, HPLC RT=3.35 min) was dissolved in CH2Cl2 (15 mL) and cooled with stirring to 0° C. A solution of anhydrous HCl in ether (38 mL of a 1 Molar solution, 38 mmol) was added slowly. The resulting solution was stirred at 0° C. for 10 min, and then at ambient temperature for 20 h. The solid which had formed was collected by filtration and washed with ... The reactants are ClC1=CC=C(C=C1)C1=CC=C(C=C1)S(=O)(=O)OCC(=O)OCC (Ethyl 2-(4′-chlorobiphenyl-4-ylsulfonyloxy)acetate), [OH-].[Na+] (NaOH). The solvent is C(C)O (ethanol). Reaction conditions: time 3 hour. Product: ClC1=CC=C(C=C1)C1=CC=C(C=C1)S(=O)(=O)OCC(=O)O (2-(4′-Chlorobiphenyl-4-ylsulfonyloxy)acetic acid). RXN SMILES: [Cl:1][C:2]1[CH:7]=[CH:6][C:5]([C:8]2[CH:13]=[CH:12][C:11]([S:14]([O:17][CH2:18][C:19]([O:21]CC)=[O:20])(=[O:16])=[O:15])=[CH:10][CH:9]=2)=[CH:4][CH:3]=1.[OH-].[Na+]>C(O)C>[Cl:1][C:2]1[CH:3]=[CH:4][C:5]([C:8]2[CH:9]=[CH:10][C:11]([S:14]([O:17][CH2:18][C:19]([OH:21])=[O:20])(=[O:16])=[O:15])=[CH:12][CH:13]=2)=[CH:6][CH:7]=1 |f:1.2|. Procedure details: A solution of ester 12 (200 mg, 0.5633 mmol) in ethanol (0.7 ml) was treated at room temperature with 5% NaOH aqueous solution (0.45 ml). The resulting mixture was stirred at room temperature for 3 h. The ethanol was removed in vacuo and aqueous 5% HCl solution (0.46 ml) was added. The aqueous mixture was extracted with chloroform and the organic extracts dried (Na2SO4), filtered and the solvent removed under reduced pressure. The remaining white solid was recrystallized from chloroform as a whi... The reactants are C(C1=CC=CC=C1)C1(CC1)NC(CC)=O (N-(1-benzyl-cyclopropyl)-propionamide), [N+](=O)([O-])[O-].[K+] (KNO3), ice water, [OH-].[Na+] (NaOH). Run in OS(=O)(=O)O (H2SO4). Yields the product [N+](=O)([O-])C1=CC=C(CC2(CC2)NC(CC)=O)C=C1 (N-[1-(4-Nitro-benzyl)-cyclopropyl]-propionamide). Yield: 36.8%. As a reaction SMILES: [CH2:1]([C:8]1([NH:11][C:12](=[O:15])[CH2:13][CH3:14])[CH2:10][CH2:9]1)[C:2]1[CH:7]=[CH:6][CH:5]=[CH:4][CH:3]=1.[N+:16]([O-])([O-:18])=[O:17].[K+].[OH-].[Na+]>OS(O)(=O)=O>[N+:16]([C:5]1[CH:6]=[CH:7][C:2]([CH2:1][C:8]2([NH:11][C:12](=[O:15])[CH2:13][CH3:14])[CH2:9][CH2:10]2)=[CH:3][CH:4]=1)([O-:18])=[O:17] |f:1.2,3.4|. Reported procedure: To H2SO4(20 ml) at 0-10° C. N-(1-benzyl-cyclopropyl)-propionamide (2 g, 9.84 mmol) was slowly added. The mixture was stirred until a clear solution was obtained. Then KNO3 (1 g, 9.89 mmol) was added in portions at 0-5° C. The mixture was stirred at room temperature for 16 h after which it was poured into ice water, and 50% NaOH was added. The aqueous layer was extracted three times with ethyl acetate. The combined organic layers were washed with water and brine, dried over MgSO4, filtered, and t... Reactants: NC1=CC=C2C=CC=NC2=C1 (7-aminoquinoline), C1(CCCCC1)C1=CC=C(C(=O)O)C=C1 (4-cyclohexylbenzoic acid). Procedure: Using the procedure outlined in Example 45, the title compound was prepared from 7-aminoquinoline (D55) (30 mg, 21 mmol) and 4-cyclohexylbenzoic acid (51 mg, 0.25 mmol) as a yellow solid. MS(ES): MH+ 331, M-H+ 329 As a reaction SMILES: [NH2:1][C:2]1[CH:11]=[C:10]2[C:5]([CH:6]=[CH:7][CH:8]=[N:9]2)=[CH:4][CH:3]=1.[CH:12]1([C:18]2[CH:26]=[CH:25][C:21]([C:22](O)=[O:23])=[CH:20][CH:19]=2)[CH2:17][CH2:16][CH2:15][CH2:14][CH2:13]1>>[CH:12]1([C:18]2[CH:19]=[CH:20][C:21]([C:22]([NH:1][C:2]3[CH:11]=[C:10]4[C:5]([CH:6]=[CH:7][CH:8]=[N:9]4)=[CH:4][CH:3]=3)=[O:23])=[CH:25][CH:26]=2)[CH2:13][CH2:14][CH2:15][CH2:16][CH2:17]1. Yields the product C1(CCCCC1)C1=CC=C(C(=O)NC2=CC=C3C=CC=NC3=C2)C=C1 (4-Cyclohexyl-N-quinolin-7-yl-benzamide).